describe an organic reaction: reactants, conditions, products, and yield From a dataset of the Open Reaction Database (ORD), a public repository of structured organic reaction records. Starting materials: FC1=C(C=CC(=C1)F)C(CN1N=CN=C1)(C(C)C1=CC=[N+](C=C1)[O-])O (2-(2,4-Difluorophenyl)-3-(1-oxidopyridin-4-yl)-1-(1H-1,2,4-triazol-1-yl)butan-2-ol), CN(C(=O)Cl)C (N,N-dimethylcarbamoyl chloride), CN(C(=O)Cl)C (N,N-dimethylcarbamoyl chloride), C[Si](C)(C)C#N (trimethylsilyl cyanide), C[Si](C)(C)C#N (Trimethylsilyl cyanide), CCOCC (ether). Solvent: ClCCl (dichloromethane). Reaction conditions: time 2.5 day. Product: FC1=C(C=CC(=C1)F)C(CN1N=CN=C1)(C(C)C1=CC(=NC=C1)C#N)O (2-(2,4-Difluorophenyl)-3-(2-cyanopyridin-4-yl)-1-(1H-1,2,4-triazol-1-yl)butan-2-ol). Isolated yield 93.6%. RXN SMILES: [F:1][C:2]1[CH:7]=[C:6]([F:8])[CH:5]=[CH:4][C:3]=1[C:9]([OH:25])([CH:16]([C:18]1[CH:23]=[CH:22][N+:21]([O-])=[CH:20][CH:19]=1)[CH3:17])[CH2:10][N:11]1[CH:15]=[N:14][CH:13]=[N:12]1.[CH3:26][N:27](C)C(Cl)=O.C[Si](C#N)(C)C.CCOCC>ClCCl>[F:1][C:2]1[CH:7]=[C:6]([F:8])[CH:5]=[CH:4][C:3]=1[C:9]([OH:25])([CH:16]([C:18]1[CH:23]=[CH:22][N:21]=[C:20]([C:26]#[N:27])[CH:19]=1)[CH3:17])[CH2:10][N:11]1[CH:15]=[N:14][CH:13]=[N:12]1. Procedure details: A mixture of the product of part (i) (20.0 g) and N,N-dimethylcarbamoyl chloride (6.80 g) in dichloromethane (250 ml) was stirred at room temperature for 2.5 days, giving a clear solution. Trimethylsilyl cyanide (6.35 g) was added and stirring was continued for a further 48 hours. Additional quantities of N,N-dimethylcarbamoyl chloride (1.30 g) and trimethylsilyl cyanide (1.30 g) were then added and the solution was stirred for a further 36 hours. The reaction was then washed successively with 1... Reactants: [BH3-]C#N, C=O, CC(C)=O, ClCCl, CCS(=O)(=O)CC1CC(N)CCC1N1CCC(NC(=O)OCc2ccccc2)C1=O, [Na+]. The product is CCS(=O)(=O)CC1CC(N(C)C(C)C)CCC1N1CCC(NC(=O)OCc2ccccc2)C1=O. Reaction SMILES: [C:35]([BH3-:36])#[N:37].[CH2:39]=[O:40].[CH3:31][C:32]([CH3:33])=[O:34].[Cl:41][CH2:42][Cl:43].[NH2:1][CH:2]1[CH2:3][CH:4]([CH2:25][S:26](=[O:27])(=[O:28])[CH2:29][CH3:30])[CH:5]([N:8]2[C:9](=[O:24])[CH:10]([NH:13][C:14]([O:15][CH2:16][c:17]3[cH:18][cH:19][cH:20][cH:21][cH:22]3)=[O:23])[CH2:11][CH2:12]2)[CH2:6][CH2:7]1.[Na+:38]>>[N:1]([CH:2]1[CH2:3][CH:4]([CH2:25][S:26](=[O:27])(=[O:28])[CH2:29][CH3:30])[CH:5]([N:8]2[C:9](=[O:24])[CH:10]([NH:13][C:14]([O:15][CH2:16][c:17]3[cH:18][cH:19][cH:20][cH:21][cH:22]3)=[O:23])[CH2:11][CH2:12]2)[CH2:6][CH2:7]1)([CH:32]([CH3:31])[CH3:33])[CH3:35]. Starting materials: O=C([O-])[O-], CC(=O)Nc1c(C)cc(OC(C)=O)c(C)c1C, CO, Cl, [K+], [K+], O. As a reaction SMILES: [C:1](=[O:2])([O-:3])[O-:4].[C:7](=[O:8])([CH3:9])[O:10][c:11]1[c:12]([CH3:23])[c:13]([CH3:22])[c:14]([NH:18][C:19]([CH3:20])=[O:21])[c:15]([CH3:17])[cH:16]1.[CH3:26][OH:27].[ClH:24].[K+:5].[K+:6].[OH2:25]>>[OH:10][c:11]1[c:12]([CH3:23])[c:13]([CH3:22])[c:14]([NH:18][C:19]([CH3:20])=[O:21])[c:15]([CH3:17])[cH:16]1. The product is CC(=O)Nc1c(C)cc(O)c(C)c1C. The reactants are C(C)OC=1C(C(C1OCC)=O)=O (3,4-diethoxy-3-cyclobutene-1,2-dione), C(C=C)N (allylamine). Reported procedure: A solution of 3,4-diethoxy-3-cyclobutene-1,2-dione (5.2 g, 31 mmol) in ethanol (80 mL) was treated at room temperature with allylamine (2.3 mL, 31 mmol), which was dissolved in ethanol (40 mL), over a 2 hour period. The reaction mixture was concentrated in vacuo to afford crude 1-(2-propenylamino)-2-ethoxy-3,4-dioxo-1-cyclobutene as a light yellow solid (5.6 g). The crude intermediate was dissolved in anhydrous dimethylformamide (50 mL) and added dropwise to a suspension of 60% sodium hydride (1... Run in C(C)O (ethanol), C(C)O (ethanol). Yields the product C(C=C)NC1=C(C(C1=O)=O)OCC (1-(2-propenylamino)-2-ethoxy-3,4-dioxo-1-cyclobutene). RXN SMILES: C(O[C:4]1[C:5](=[O:12])[C:6](=[O:11])[C:7]=1[O:8][CH2:9][CH3:10])C.[CH2:13]([NH2:16])[CH:14]=[CH2:15]>C(O)C>[CH2:13]([NH:16][C:4]1[C:5](=[O:12])[C:6](=[O:11])[C:7]=1[O:8][CH2:9][CH3:10])[CH:14]=[CH2:15]. The yield is 99.7%. Starting materials: CC(=O)O, CC(C)n1c2c(c3cc([N+](=O)[O-])ccc31)CCCC2, [Fe]. Product: CC(C)n1c2c(c3cc(N)ccc31)CCCC2. RXN SMILES: [CH3:20][C:21](=[O:22])[OH:23].[CH:1]([CH3:2])([CH3:3])[n:4]1[c:5]2[cH:6][cH:7][c:8]([N+:17]([O-:18])=[O:19])[cH:9][c:10]2[c:11]2[c:16]1[CH2:15][CH2:14][CH2:13][CH2:12]2.[Fe:24]>>[CH:1]([CH3:2])([CH3:3])[n:4]1[c:5]2[cH:6][cH:7][c:8]([NH2:17])[cH:9][c:10]2[c:11]2[c:16]1[CH2:15][CH2:14][CH2:13][CH2:12]2. Starting materials: Cc1cn2ccc3c(c2n1)NC(c1ccccc1)C(O[Si](C)(C)C(C)(C)C)C3=O, CO, Cl, [Na+], [OH-]. The product is Cc1cn2ccc3c(c2n1)NC(c1ccccc1)C(O)C3=O. As a reaction SMILES: [C:2]([Si:3]([CH3:4])([CH3:5])[O:7][CH:8]1[CH:9]([c:23]2[cH:24][cH:25][cH:26][cH:27][cH:28]2)[NH:10][c:11]2[c:12]3[n:13]([cH:14][cH:15][c:16]2[C:17]1=[O:18])[cH:19][c:20]([CH3:22])[n:21]3)([CH3:6])([CH3:29])[CH3:30].[CH3:33][OH:34].[ClH:1].[Na+:32].[OH-:31]>>[OH:7][CH:8]1[CH:9]([c:23]2[cH:24][cH:25][cH:26][cH:27][cH:28]2)[NH:10][c:11]2[c:12]3[n:13]([cH:14][cH:15][c:16]2[C:17]1=[O:18])[cH:19][c:20]([CH3:22])[n:21]3.